This data is from the Open Reaction Database (ORD), a public repository of structured organic reaction records. The task is: describe an organic reaction: reactants, conditions, products, and yield Starting materials: [OH-].[K+] (potassium hydroxide), C(C)OC(CC1=CC=C(C=C1)SCC1=C(C=CC=C1)C(=O)O)=O (4-(2-carboxybenzyl-thio)phenyl-acetic acid ethyl ester). Solvent: O (water), C(C)O (ethanol). Run at time 20 hour. The product is C(=O)(O)C1=C(CSC2=CC=C(C=C2)CC(=O)O)C=CC=C1 (4-(2-carboxy-benzyl-thio)phenyl-acetic acid). Reaction SMILES: [OH-].[K+].C([O:5][C:6](=[O:25])[CH2:7][C:8]1[CH:13]=[CH:12][C:11]([S:14][CH2:15][C:16]2[CH:21]=[CH:20][CH:19]=[CH:18][C:17]=2[C:22]([OH:24])=[O:23])=[CH:10][CH:9]=1)C>O.C(O)C>[C:22]([C:17]1[CH:18]=[CH:19][CH:20]=[CH:21][C:16]=1[CH2:15][S:14][C:11]1[CH:12]=[CH:13][C:8]([CH2:7][C:6]([OH:25])=[O:5])=[CH:9][CH:10]=1)([OH:24])=[O:23] |f:0.1|. Procedure: A solution of 4.75 g of potassium hydroxide in 20 cc of water is added to 7 g of 4-(2-carboxybenzyl-thio)phenyl-acetic acid ethyl ester in 50 cc of ethanol, and the mixture is stirred at room temperature for 20 hours. The solution is then concentrated at reduced pressure, the residue is taken up in water and extracted with ether. The aqueous phase is subsequently acidified with 5 N hydrochloric acid and extracted with ethyl acetate. After washing the ethyl acetate extract with water and drying o... The reactants are ClC1=CC(=NC=2N1N=C(C2)C)N (7-chloro-2-methylpyrazolo[1,5-a]pyrimidin-5-amine), C1(=CC=CC=C1)B(O)O (phenylboronic acid), C(=O)(O)[O-].[Na+] (NaHCO3). Reagents/catalysts: Cl[Pd]Cl.C1(=CC=CC=C1)P([C-]1C=CC=C1)C1=CC=CC=C1.[C-]1(C=CC=C1)P(C1=CC=CC=C1)C1=CC=CC=C1.[Fe+2] ([1,1′-bis(diphenylphosphino)ferrocene]-dichloropalladium(II)). Run in [Cl-].[Na+].O (Brine), O1CCOCC1 (dioxane). Run at temperature 100 celsius. Product: CC1=NN2C(N=C(C=C2C2=CC=CC=C2)N)=C1 (2-methyl-7-phenylpyrazolo[1,5-a]pyrimidin-5-amine). The yield is 17.8%. RXN SMILES: Cl[C:2]1[N:7]2[N:8]=[C:9]([CH3:11])[CH:10]=[C:6]2[N:5]=[C:4]([NH2:12])[CH:3]=1.[C:13]1(B(O)O)[CH:18]=[CH:17][CH:16]=[CH:15][CH:14]=1.C([O-])(O)=O.[Na+]>O1CCOCC1.[Cl-].[Na+].O.Cl[Pd]Cl.C1(P(C2C=CC=CC=2)[C-]2C=CC=C2)C=CC=CC=1.[C-]1(P(C2C=CC=CC=2)C2C=CC=CC=2)C=CC=C1.[Fe+2]>[CH3:11][C:9]1[CH:10]=[C:6]2[N:5]=[C:4]([NH2:12])[CH:3]=[C:2]([C:13]3[CH:18]=[CH:17][CH:16]=[CH:15][CH:14]=3)[N:7]2[N:8]=1 |f:2.3,5.6.7,8.9.10.11|. Reported procedure: 7-Chloro-2-methylpyrazolo[1,5-a]pyrimidin-5-amine (1J, 10 g, 55 mmol), phenylboronic acid (7.3 g, 60 mmol), and [1,1′-bis(diphenylphosphino)ferrocene]-dichloropalladium(II) (1.0 g, 1.4 mmol) were mixed in dioxane (120 ml) and saturated NaHCO3 (60 ml). The mixture was then heated at 100° C. for 4 hours. After cooling to room temperature, Brine was added and the mixture was extracted with EtOAc five times. Combined organics were washed with brine, dried over MgSO4, filtered and concentrated in vac... Reactants: [N+](=O)([O-])C=1NC=C(N1)CC(C(=O)OC)(F)F (methyl 3-(2'-nitroimidazolyl)-2,2-difluoropropionate), N (ammonia). Run in CO (methanol). Run at time 3 hour. The product is [N+](=O)([O-])C=1NC=C(N1)CC(C(=O)N)(F)F (3-(2'-nitroimidazolyl)-2,2-difluoropropionic acid amide). Reaction SMILES: [N+:1]([C:4]1[NH:5][CH:6]=[C:7]([CH2:9][C:10]([F:16])([F:15])[C:11](OC)=[O:12])[N:8]=1)([O-:3])=[O:2].[NH3:17]>CO>[N+:1]([C:4]1[NH:5][CH:6]=[C:7]([CH2:9][C:10]([F:16])([F:15])[C:11]([NH2:17])=[O:12])[N:8]=1)([O-:3])=[O:2]. Procedure details: To methyl 3-(2'-nitroimidazolyl)-2,2-difluoropropionate (5.00 g, 21.3 mmol), 10% ammonia solution (80 ml) in methanol was added and stirred for 3 hours at a room temperature. Then, the reaction mixture was concentrated. Methanol (100 ml) was added to the concentrate and throughly stirred. Insoluble fraction was filtered off. The filtrate was concentrated, subjected to silica gel column chromatography and recrystallized from ethanol to obtain 3-(2'-nitroimidazolyl)-2,2-difluoropropionic acid amid... Starting materials: CCC(=O)c1nc(C)nc2c1COCN2c1c(C)cc(C)cc1C, CC(=O)[O-], CCO, Cl, NO, [Na+]. Yields the product CCC(=NO)c1nc(C)nc2c1COCN2c1c(C)cc(C)cc1C. RXN SMILES: [CH3:1][c:2]1[n:3][c:4]([C:21]([CH2:22][CH3:23])=[O:24])[c:5]2[c:6]([n:20]1)[N:7]([c:11]1[c:12]([CH3:19])[cH:13][c:14]([CH3:18])[cH:15][c:16]1[CH3:17])[CH2:8][O:9][CH2:10]2.[CH3:29][C:30](=[O:31])[O-:32].[CH3:33][CH2:34][OH:35].[ClH:25].[NH2:26][OH:27].[Na+:28]>>[CH3:1][c:2]1[n:3][c:4]([C:21]([CH2:22][CH3:23])=[N:26][OH:27])[c:5]2[c:6]([n:20]1)[N:7]([c:11]1[c:12]([CH3:19])[cH:13][c:14]([CH3:18])[cH:15][c:16]1[CH3:17])[CH2:8][O:9][CH2:10]2.